This data is from the Open Reaction Database (ORD), a public repository of structured organic reaction records. The task is: describe an organic reaction: reactants, conditions, products, and yield Starting materials: C=CCCCCCCCCCC (1-dodecene), C(=O)O (formic acid), CO (methanol), S(O)(O)(=O)=O (sulfuric acid), OO (hydrogen peroxide). Conditions: temperature 100 celsius, time 45 minute. The product is C(C(CCCCCCCCCC)O)O (1,2-Dodecanediol). As a reaction SMILES: [CH2:1]=[CH:2][CH2:3][CH2:4][CH2:5][CH2:6][CH2:7][CH2:8][CH2:9][CH2:10][CH2:11]C.[CH:13]([OH:15])=O.OO.CO.S(=O)(=O)(O)[OH:21]>>[CH2:13]([OH:15])[CH:11]([OH:21])[CH2:10][CH2:9][CH2:8][CH2:7][CH2:6][CH2:5][CH2:4][CH2:3][CH2:2][CH3:1]. Procedure: 168.3 g (1.0 mol) of 1-dodecene and 73.6 g (1.6 mol) of formic acid were mixed. This mixture was heated to 100° C. and then 115.7 g (1.7 mol) of 50% strength hydrogen peroxide solution were added dropwise over a period of 2 hours. The mixture was then stirred at 100° C. for 45 min. 64.1 g (2 mol) of methanol and 0.1 g of concentrated sulfuric acid were added, and the mixture was heated under reflux for 30 min and then the methyl formate, methanol and water were removed by distillation under atmo...